Dataset: the Open Reaction Database (ORD), a public repository of structured organic reaction records. Task: describe an organic reaction: reactants, conditions, products, and yield The reactants are C1(=CC=CC=C1)[C@@H]1NC(N[C@@H]1C1=CC=CC=C1)=S (cis-4,5-Diphenylimidazolidine-2-thione), IC1=C(CCl)C=CC=C1 (2-iodobenzyl chloride). Solvent: CCO (EtOH). The product is Cl.IC1=C(CSC=2N[C@@H]([C@@H](N2)C2=CC=CC=C2)C2=CC=CC=C2)C=CC=C1 (2-[(2-Iodobenzyl)thio]-cis-4,5-diphenyl-4,5-dihydro-1H-imidazole hydrochloride). The yield is 67.8%. As a reaction SMILES: [C:1]1([C@H:7]2[C@@H:11]([C:12]3[CH:17]=[CH:16][CH:15]=[CH:14][CH:13]=3)[NH:10][C:9](=[S:18])[NH:8]2)[CH:6]=[CH:5][CH:4]=[CH:3][CH:2]=1.[I:19][C:20]1[CH:27]=[CH:26][CH:25]=[CH:24][C:21]=1[CH2:22][Cl:23]>CCO>[ClH:23].[I:19][C:20]1[CH:27]=[CH:26][CH:25]=[CH:24][C:21]=1[CH2:22][S:18][C:9]1[NH:8][C@H:7]([C:1]2[CH:2]=[CH:3][CH:4]=[CH:5][CH:6]=2)[C@H:11]([C:12]2[CH:13]=[CH:14][CH:15]=[CH:16][CH:17]=2)[N:10]=1 |f:3.4|. Procedure: A mixture of intermediate 25 (200 mg, 0.786 mmol) and 2-iodobenzyl chloride (396 mg, 1.57 mmol) in abs. EtOH (2 mL) is heated at 95° C. for 24 h. The reaction mixture is cooled to RT, evaporated to dryness, and the residue suspended in Et2O. The insoluble material is filtered to give 270 mg of the product 222. 1H NMR (DMSO-d6) δ 11.43 (s, 2 H), 8.00 (d, 1 H), 7.82 (d, 1 H), 7.48 (t, 1 H), 7.30-7.00 (m, 7 H), 7.00-6.80 (m, 4 H), 5.82 (s, 2 H), 4.88 (s, 2 H); MS: m/z 471 (M++1). The reactants are FC=1C=C(C=O)C=C(C1F)F (3,4,5-trifluorobenzaldehyde), C1(=CC=CC=C1)P(=C(C(=O)OCC)C)(C1=CC=CC=C1)C1=CC=CC=C1 (ethyl 2-(triphenylphosphoranylidene)propionate). Run in CN(C)C=O (DMF), Hexanes. Run at time 1 hour. The product is C/C(/C(=O)OCC)=C\C1=CC(=C(C(=C1)F)F)F ((E)-ethyl 2-methyl-3-(3,4,5-trifluorophenyl)acrylate). The yield is 92.4%. RXN SMILES: [F:1][C:2]1[CH:3]=[C:4]([CH:7]=[C:8]([F:11])[C:9]=1[F:10])[CH:5]=O.C1(P(C2C=CC=CC=2)(C2C=CC=CC=2)=[C:19]([CH3:25])[C:20]([O:22][CH2:23][CH3:24])=[O:21])C=CC=CC=1>CN(C=O)C>[CH3:25]/[C:19](=[CH:5]\[C:4]1[CH:3]=[C:2]([F:1])[C:9]([F:10])=[C:8]([F:11])[CH:7]=1)/[C:20]([O:22][CH2:23][CH3:24])=[O:21]. Reported procedure: To a solution of dry DMF (50 mL) under N2 was added 3,4,5-trifluorobenzaldehyde (4.26 g, 26.6 mmol) followed by ethyl 2-(triphenylphosphoranylidene)propionate (10.6 g, 29.3 mmol) in portions, keeping the solution at room temperature. After 1 hour, TLC (10% EtOAC in Hexanes) showed complete conversion, and the solvent was removed by rotary evaporation. The resulting material was brought up in 50 mL methyl t-butyl ether (MBTE) and the precipitate removed by filtration and washed with additional MB...